This data is from the Open Reaction Database (ORD), a public repository of structured organic reaction records. The task is: describe an organic reaction: reactants, conditions, products, and yield The reactants are FC(C1=C(C=CC=C1)C1=CC(=CC=C1)C(C)=O)(F)F (1-(2′-trifluoromethyl-1,1′-biphenyl-3-yl)ethanone), COC(N(C)C)OC (1,1-dimethoxy-N,N-dimethylmethanamine). The solvent is CN(C)C=O (DMF). Reaction conditions: time 1200 second. Product: CN(C=CC(=O)C=1C=C(C=CC1)C1=C(C=CC=C1)C(F)(F)F)C (3-(dimethylamino)-1-[2′-(trifluoromethyl)-1,1′-biphenyl-3-yl]prop-2-en-1-one). Isolated yield 95.0%. RXN SMILES: [F:1][C:2]([F:19])([F:18])[C:3]1[CH:8]=[CH:7][CH:6]=[CH:5][C:4]=1[C:9]1[CH:14]=[CH:13][CH:12]=[C:11]([C:15](=[O:17])[CH3:16])[CH:10]=1.CO[CH:22](OC)[N:23]([CH3:25])[CH3:24]>CN(C=O)C>[CH3:22][N:23]([CH3:25])[CH:24]=[CH:16][C:15]([C:11]1[CH:10]=[C:9]([C:4]2[CH:5]=[CH:6][CH:7]=[CH:8][C:3]=2[C:2]([F:18])([F:19])[F:1])[CH:14]=[CH:13][CH:12]=1)=[O:17]. Procedure: To a solution of 1-(2′-trifluoromethyl-1,1′-biphenyl-3-yl)ethanone (0.325 g, 1.3 mmol) in DMF (1.45 mL) was added 1,1-dimethoxy-N,N-dimethylmethanamine (0.18 mL, 1.43 mL), and the solution was heated in a Smith Creator™ microwave reactor (commercially available from Personal Chemistry, Inc.) at 165° C. for 1200 seconds. The mixture was cooled to room temperature, partitioned between EtOAc and water, washed with brine, dried over sodium sulfate filtered and concentrated to give 0.395 g of the cru...